From a dataset of the Open Reaction Database (ORD), a public repository of structured organic reaction records. describe an organic reaction: reactants, conditions, products, and yield Reactants: COC(=O)C(C)(Cc1ccc(-c2ccsc2)cc1)N(C)C(=O)c1cc(C)cc(C)c1, CCO, [K+], [OH-], O. The product is Cc1cc(C)cc(C(=O)N(C)C(C)(Cc2ccc(-c3ccsc3)cc2)C(=O)O)c1. Reaction SMILES: [CH3:1][O:2][C:3]([C:4]([N:5]([CH3:6])[C:7]([c:8]1[cH:9][c:10]([CH3:15])[cH:11][c:12]([CH3:14])[cH:13]1)=[O:16])([CH2:17][c:18]1[cH:19][cH:20][c:21](-[c:24]2[cH:25][s:26][cH:27][cH:28]2)[cH:22][cH:23]1)[CH3:29])=[O:30].[CH3:33][CH2:34][OH:35].[K+:32].[OH-:31].[OH2:36]>>[O:2]=[C:3]([C:4]([N:5]([CH3:6])[C:7]([c:8]1[cH:9][c:10]([CH3:15])[cH:11][c:12]([CH3:14])[cH:13]1)=[O:16])([CH2:17][c:18]1[cH:19][cH:20][c:21](-[c:24]2[cH:25][s:26][cH:27][cH:28]2)[cH:22][cH:23]1)[CH3:29])[OH:30].